This data is from the Open Reaction Database (ORD), a public repository of structured organic reaction records. The task is: describe an organic reaction: reactants, conditions, products, and yield The reactants are O=C([O-])O, ClCCl, [Na+], O, CC(C)(C)OP(=O)(O)OC(C)(C)C, O=S(=O)(Cl)OCCl. Product: CC(C)(C)OP(=O)(OCCl)OC(C)(C)C. As a reaction SMILES: [C:14](=[O:15])([OH:16])[O-:17].[Cl:27][CH2:28][Cl:29].[Na+:18].[OH2:26].[P:1](=[O:2])([O:3][C:4]([CH3:5])([CH3:6])[CH3:7])([O:8][C:9]([CH3:10])([CH3:11])[CH3:12])[OH:13].[S:19]([Cl:20])([O:21][CH2:23][Cl:24])(=[O:22])=[O:25]>>[P:1](=[O:2])([O:3][C:4]([CH3:5])([CH3:6])[CH3:7])([O:8][C:9]([CH3:10])([CH3:11])[CH3:12])[O:13][CH2:23][Cl:24]. Reactants: CCCCCCCC(=O)O (octylic acid), CCCCCCCCCC=1C=CC(=CC1)O (nonylphenol), C(=O)=O (carbon dioxide), [OH-].[Ba+2].[OH-] (barium hydroxide). The solvent is alkylbenzene, COCCO (methyl cellosolve). Run at time 30 minute. The product is CCCCCCCC(=O)[O-].CCCCCCCC(=O)[O-].[Ba+2].C([O-])([O-])=O (barium octoate carbonate). Yield: 28.0%. As a reaction SMILES: [OH-].[Ba+2:2].[OH-].[CH3:4][CH2:5][CH2:6][CH2:7][CH2:8][CH2:9][CH2:10][C:11]([OH:13])=[O:12].CCCCCCCCCC1C=CC([OH:29])=CC=1.[C:30](=[O:32])=[O:31]>COCCO>[CH3:4][CH2:5][CH2:6][CH2:7][CH2:8][CH2:9][CH2:10][C:11]([O-:13])=[O:12].[CH3:4][CH2:5][CH2:6][CH2:7][CH2:8][CH2:9][CH2:10][C:11]([O-:13])=[O:12].[Ba+2:2].[C:30](=[O:29])([O-:32])[O-:31] |f:0.1.2,7.8.9.10|. Reported procedure: 34 g of anhydrous barium hydroxide was slowly added to 480 g of methyl cellosolve and dissolved therein. Next, 6 g of octylic acid and a mixture of 20 g of nonylphenol with 34 g of an alkylbenzene solvent were added thereto followed by stirring for approximately 30 minutes. Then the mixture was allowed to react while blowing carbon dioxide into the reaction system and the temperature was slowly elevated to 150° C. while removing the water thus formed. After dehydrating and removing the methyl ce... The reactants are CC(=O)O, N#CO[K], Nc1cc(Cl)ccc1O, O. Yields the product NC(=O)Nc1cc(Cl)ccc1O. Reaction SMILES: [CH3:15][C:16](=[O:17])[OH:18].[K:1][O:2][C:3]#[N:4].[NH2:5][c:6]1[c:7]([OH:13])[cH:8][cH:9][c:10]([Cl:12])[cH:11]1.[OH2:14]>>[O:2]=[C:3]([NH2:4])[NH:5][c:6]1[c:7]([OH:13])[cH:8][cH:9][c:10]([Cl:12])[cH:11]1. Reactants: Cl.N1(N=NN=C1)C1=CC=C(C=C1)CC(=O)N1CCNCC1 (1-{[4-(1H-tetrazol-1-yl)phenyl]acetyl}piperazine hydrochloride), C(#N)[BH3-].[Na+] (sodium cyanoborohydride), CO (methanol), CC=1C(=CC2=C(C(OC2)=O)C1)CC=O ((6-methyl-1-oxo-1,3-dihydro-2-benzofuran-5-yl)acetaldehyde). Solvent: C(C)(=O)O (acetic acid). Conditions: time 16 hour. Yields the product CC=1C(=CC2=C(C(OC2)=O)C1)CCN1CCN(CC1)C(CC1=CC=C(C=C1)N1N=NN=C1)=O (6-methyl-5-[2-(4-{[4-(1h-tetrazol-1-yl)phenyl]acetyl}piperazin-1-yl)ethyl]-2-benzofuran-1(3H)-one). RXN SMILES: [CH3:1][C:2]1[C:3]([CH2:12][CH:13]=O)=[CH:4][C:5]2[CH2:9][O:8][C:7](=[O:10])[C:6]=2[CH:11]=1.Cl.[N:16]1([C:21]2[CH:26]=[CH:25][C:24]([CH2:27][C:28]([N:30]3[CH2:35][CH2:34][NH:33][CH2:32][CH2:31]3)=[O:29])=[CH:23][CH:22]=2)[CH:20]=[N:19][N:18]=[N:17]1.C([BH3-])#N.[Na+].CO>C(O)(=O)C>[CH3:1][C:2]1[C:3]([CH2:12][CH2:13][N:33]2[CH2:32][CH2:31][N:30]([C:28](=[O:29])[CH2:27][C:24]3[CH:23]=[CH:22][C:21]([N:16]4[CH:20]=[N:19][N:18]=[N:17]4)=[CH:26][CH:25]=3)[CH2:35][CH2:34]2)=[CH:4][C:5]2[CH2:9][O:8][C:7](=[O:10])[C:6]=2[CH:11]=1 |f:1.2,3.4|. Procedure details: To a flask charged with (6-methyl-1-oxo-1,3-dihydro-2-benzofuran-5-yl)acetaldehyde (100 mg, 0.53 mmol) was added 1-{[4-(1H-tetrazol-1-yl)phenyl]acetyl}piperazine hydrochloride (162 mg, 0.53 mmol), sodium cyanoborohydride (165 mg, 2.6 mmol), methanol (10 mL), and a drop of acetic acid. The mixture was allowed to stir at RT for 16 hours. LC showed formation of the desired product. The solvent was removed under reduced pressure. The residue was redissolved in DMSO-water, and purified by mass-direct... Reactants: C(C)(C)(C)OC(=O)NCC1=C(CNC([C@H]2N(CCC2)C(CC(C2=CC=CC=C2)C2=CC=CC=C2)=O)=O)C=C(C=C1)Cl (N-(2-{[(tert-butoxycarbonyl)amino]methyl}-5-chlorobenzyl)-1-(3,3-diphenylpropanoyl)-L-prolinamide), Cl.CCOC(=O)C (HCl EtOAc). As a reaction SMILES: C(OC([NH:8][CH2:9][C:10]1[CH:40]=[CH:39][C:38]([Cl:41])=[CH:37][C:11]=1[CH2:12][NH:13][C:14](=[O:36])[C@@H:15]1[CH2:19][CH2:18][CH2:17][N:16]1[C:20](=[O:35])[CH2:21][CH:22]([C:29]1[CH:34]=[CH:33][CH:32]=[CH:31][CH:30]=1)[C:23]1[CH:28]=[CH:27][CH:26]=[CH:25][CH:24]=1)=O)(C)(C)C.Cl.CCOC(C)=O>CCOC(C)=O>[C:23]1([CH:22]([C:29]2[CH:30]=[CH:31][CH:32]=[CH:33][CH:34]=2)[CH2:21][C:20]([N:16]2[CH2:17][CH2:18][CH2:19][C@H:15]2[C:14]([NH:13][CH2:12][C:11]2[CH:37]=[C:38]([Cl:41])[CH:39]=[CH:40][C:10]=2[CH2:9][NH2:8])=[O:36])=[O:35])[CH:24]=[CH:25][CH:26]=[CH:27][CH:28]=1 |f:1.2|. Solvent: CCOC(=O)C (EtOAc). Reported procedure: N-(2-{[(tert-butoxycarbonyl)amino]methyl}-5-chlorobenzyl)-1-(3,3-diphenylpropanoyl)-L-prolinamide from the previous step (0.050 g, 0.082 mmol, HPLC RT=2.9 min) was dissolved in EtOAc (2 mL) and cooled with stirring to 0° C. HCl/EtOAc (3.55M, 1.5 mL) was added. Remove bath and stir for 2 hours. HPLC analysis indicated completion and the solvent was removed under reduced pressure. The residue was triturated with Et2O and filtered to give the hydrochloride salt of the title compound as a solid. HPL... Conditions: temperature 0 celsius. Product: hydrochloride salt, C1(=CC=CC=C1)C(CC(=O)N1[C@H](C(=O)NCC2=C(C=CC(=C2)Cl)CN)CCC1)C1=CC=CC=C1 (1-(3,3,-Diphenylpropanoyl)-N-(2-aminomethyl-5-chlorobenzyl)-L-prolinamide). Starting materials: C(=O)(O)C=C1CCCN(C2=C1C=CC=C2)S(=O)(=O)C2=CC=C(C=C2)C (5-carboxymethylidene-1-(p-toluenesulfonyl)-2,3,4,5-tetrahydro-1H-benzazepine), C(C)(C)N (isopropylamine), P(=O)(OCC)(OCC)C#N (diethyl cyanophosphate), O (water). Solvent: CN(C=O)C (dimethylformamide). Conditions: time 30 minute. Yields the product C(C)(C)OC(C)C (diisopropyl ether), C(C)(C)NC=C1CCCN(C2=C1C=CC=C2)S(=O)(=O)C2=CC=C(C=C2)C (5-isopropylaminomethylidene-1-(p-toluenesulfonyl)-2,3,4,5-tetrahydro-1H-benzazepine). The yield is 205.8%. RXN SMILES: C([CH:4]=[C:5]1[C:11]2[CH:12]=[CH:13][CH:14]=[CH:15][C:10]=2[N:9]([S:16]([C:19]2[CH:24]=[CH:23][C:22]([CH3:25])=[CH:21][CH:20]=2)(=[O:18])=[O:17])[CH2:8][CH2:7][CH2:6]1)(O)=O.[CH:26]([NH2:29])([CH3:28])[CH3:27].P(C#N)(OCC)(OCC)=[O:31].O>CN(C)C=O>[CH:26]([O:31][CH:24]([CH3:23])[CH3:19])([CH3:28])[CH3:27].[CH:26]([NH:29][CH:4]=[C:5]1[C:11]2[CH:12]=[CH:13][CH:14]=[CH:15][C:10]=2[N:9]([S:16]([C:19]2[CH:20]=[CH:21][C:22]([CH3:25])=[CH:23][CH:24]=2)(=[O:17])=[O:18])[CH2:8][CH2:7][CH2:6]1)([CH3:28])[CH3:27]. Procedure details: To a solution of 5-carboxymethylidene-1-(p-toluenesulfonyl)-2,3,4,5-tetrahydro-1H-benzazepine (3.0 g) and isopropylamine (2.5 g) in dimethylformamide (30 ml) is added diethyl cyanophosphate (2.1 g), and the mixture is stirred at room temperature for 30 minutes. To the mixture is added water, and the mixture is extracted with ethyl acetate. The extract is washed with water, dried, concentrated, and the precipitated crystals are recrystallized from chloroform--diisopropyl ether to give 5-isopropyl... Reactants: CCOC(=O)c1cnn(CC#Cc2ccc(C)cc2)c1, C1CCOC1, CO, [Li+], [OH-], O. Yields the product Cc1ccc(C#CCn2cc(C(=O)O)cn2)cc1. As a reaction SMILES: [CH2:1]([CH3:2])[O:3][C:4](=[O:5])[c:6]1[cH:7][n:8][n:9]([CH2:11][C:12]#[C:13][c:14]2[cH:15][cH:16][c:17]([CH3:20])[cH:18][cH:19]2)[cH:10]1.[CH2:23]1[O:24][CH2:25][CH2:26][CH2:27]1.[CH3:28][OH:29].[Li+:22].[OH-:21].[OH2:30]>>[O:3]=[C:4]([OH:5])[c:6]1[cH:7][n:8][n:9]([CH2:11][C:12]#[C:13][c:14]2[cH:15][cH:16][c:17]([CH3:20])[cH:18][cH:19]2)[cH:10]1. Reactants: ClC=1C(=NC(=C(C(=O)OC)C1)C1=CC(=CC=C1)F)NCC1=CC(=C(C=C1)OC)OC (methyl 5-chloro-6-[(3,4-dimethoxybenzyl)amino]-2-(3-fluorophenyl)nicotinate), FC(C(=O)O)(F)F (trifluoroacetic acid). The product is NC1=NC(=C(C(=O)OC)C=C1Cl)C1=CC(=CC=C1)F (Methyl 6-amino-5-chloro-2-(3-fluorophenyl)nicotinate). The yield is 76.7%. RXN SMILES: [Cl:1][C:2]1[C:3]([NH:19]CC2C=CC(OC)=C(OC)C=2)=[N:4][C:5]([C:12]2[CH:17]=[CH:16][CH:15]=[C:14]([F:18])[CH:13]=2)=[C:6]([CH:11]=1)[C:7]([O:9][CH3:10])=[O:8].FC(F)(F)C(O)=O>>[NH2:19][C:3]1[C:2]([Cl:1])=[CH:11][C:6]([C:7]([O:9][CH3:10])=[O:8])=[C:5]([C:12]2[CH:17]=[CH:16][CH:15]=[C:14]([F:18])[CH:13]=2)[N:4]=1. Procedure: A solution of methyl 5-chloro-6-[(3,4-dimethoxybenzyl)amino]-2-(3-fluorophenyl)nicotinate (0.11 g, 0.26 mmol) in trifluoroacetic acid (4 mL, 50 mmol) was heated at 60° C. for 22 hours. The reaction mixture was concentrated, diluted with methanol, and filtered. The filtrate was concentrated and purified via RP-HPLC (XBridge C18 column, eluting with a gradient of acetonitrile/water containing 0.1% ammonium hydroxide, at flow rate of 60 mL/min) to give the desired product (56 mg, 75%). LCMS calcula...